Dataset: the Open Reaction Database (ORD), a public repository of structured organic reaction records. Task: describe an organic reaction: reactants, conditions, products, and yield Reaction conditions: temperature 100 celsius. RXN SMILES: [F:1][C:2]([F:16])([F:15])[C:3]1[CH:8]=[CH:7][C:6]([C@:9]23[CH2:14][C@H:13]2[CH2:12][NH:11][CH2:10]3)=[CH:5][CH:4]=1.[Cl:17][CH:18]([CH3:31])[CH2:19][CH2:20][CH2:21][N:22]1[CH:27]=[C:26]([CH3:28])[C:25](=[O:29])[NH:24][C:23]1=[O:30].[Cl-].[NH4+]>CN(C=O)C>[ClH:17].[CH3:28][C:26]1[C:25](=[O:29])[NH:24][C:23](=[O:30])[N:22]([CH2:21][CH2:20][CH2:19][CH2:18][CH2:31][N:11]2[CH2:12][C@H:13]3[C@:9]([C:6]4[CH:5]=[CH:4][C:3]([C:2]([F:1])([F:15])[F:16])=[CH:8][CH:7]=4)([CH2:14]3)[CH2:10]2)[CH:27]=1 |f:2.3,5.6|. The product is Cl.CC=1C(NC(N(C1)CCCCCN1C[C@]2(C[C@H]2C1)C1=CC=C(C=C1)C(F)(F)F)=O)=O (5-methyl-1-(5-{(1S,5R)-1-[4-(trifluoromethyl)phenyl]-3-azabicyclo-[3.1.0]hex-3-yl}pentyl)-2,4(1H,3H)-pyrimidinedione hydrochloride). The reactants are [Cl-].[NH4+] (Ammonium chloride), FC(C1=CC=C(C=C1)[C@]12CNC[C@@H]2C1)(F)F ((1S,5R)-1-[4-(trifluoromethyl)phenyl]-3-azabicyclo[3.1.0]hexane), ClC(CCCN1C(NC(C(=C1)C)=O)=O)C (1-(4-chloropentyl)-5-methyl-2,4(1H,3H)-pyrimidinedione), TEA. Solvent: CN(C)C=O (DMF). Procedure details: A mixture of (1S,5R)-1-[4-(trifluoromethyl)phenyl]-3-azabicyclo[3.1.0]hexane (41 mg), 1-(4-chloropentyl)-5-methyl-2,4(1H,3H)-pyrimidinedione (Prep11, 50 mg) and TEA (50 μl) in DMF (0.5 mL) was heated at 100° C. overnight. Ammonium chloride was then added and the solution was extracted with dichloromethane. The organic phase was dried and concentrated in vacuo. The crude product was purified by a SCX cartridge followed by a preparative HPLC [column: ABZ plus 20×100 mm, 5 uM, mobile phase A: H2O+0... Yield: 35.1%. The reactants are [BH4-], CO, [Na+], O=C(Nc1ccc(C(=O)N2CCC(=O)c3ccccc32)cc1)c1cc(Cl)cc(Cl)c1, O. Yields the product O=C(Nc1ccc(C(=O)N2CCC(O)c3ccccc32)cc1)c1cc(Cl)cc(Cl)c1. Reaction SMILES: [BH4-:33].[CH3:31][OH:32].[Na+:34].[O:1]=[C:2]1[CH2:3][CH2:4][N:5]([C:12]([c:13]2[cH:14][cH:15][c:16]([NH:19][C:20]([c:21]3[cH:22][c:23]([Cl:28])[cH:24][c:25]([Cl:27])[cH:26]3)=[O:29])[cH:17][cH:18]2)=[O:30])[c:6]2[cH:7][cH:8][cH:9][cH:10][c:11]21.[OH2:35]>>[OH:1][CH:2]1[CH2:3][CH2:4][N:5]([C:12]([c:13]2[cH:14][cH:15][c:16]([NH:19][C:20]([c:21]3[cH:22][c:23]([Cl:28])[cH:24][c:25]([Cl:27])[cH:26]3)=[O:29])[cH:17][cH:18]2)=[O:30])[c:6]2[cH:7][cH:8][cH:9][cH:10][c:11]21. Reactants: FC1=C(C#N)C(=CC=C1)F (2,6-difluorobenzonitrile), Cl (HCl), C([O-])([O-])=O.[K+].[K+] (potassium carbonate), OC1=C(C#N)C(=CC=C1)O (2,6-dihydroxybenzonitrile). The solvent is CN(C(C)=O)C (DMAc), CN(C(C)=O)C (N,N-dimethylacetamide). The product is C(#N)C1=C(OC2=C(C#N)C(=CC=C2)OC2=C(C(=CC=C2)F)C#N)C=CC=C1F (2,6-bis(2-cyano-3-fluorophenoxy)benzonitrile). Yield: 639.3%. RXN SMILES: F[C:2]1[CH:9]=[CH:8][CH:7]=[C:6]([F:10])[C:3]=1[C:4]#[N:5].[C:11](=[O:14])([O-])[O-].[K+].[K+].O[C:18]1[CH:25]=[CH:24][CH:23]=[C:22]([OH:26])[C:19]=1[C:20]#[N:21].Cl>CN(C)C(=O)C>[C:4]([C:3]1[C:6]([F:10])=[CH:7][CH:8]=[CH:9][C:2]=1[O:26][C:22]1[CH:23]=[CH:24][CH:25]=[C:18]([O:14][C:11]2[CH:9]=[CH:8][CH:7]=[C:6]([F:10])[C:3]=2[C:4]#[N:5])[C:19]=1[C:20]#[N:21])#[N:5] |f:1.2.3|. Procedure details: Into a 500 mL 3-neck round bottom flask equipped with stir bar, condenser, nitrogen inlet, and addition funnel was charged, 2,6-difluorobenzonitrile (50.0 g, 35.9 mmol), potassium carbonate (29.80 g, 28.8 mmol), and N,N-dimethylacetamide (DMAc, 100 mL). A solution containing 2,6-dihydroxybenzonitrile (12.2 g, 9.00 mmol) and DMAc (75 mL) was added dropwise over 6 hours at 70° C. The mixture was stirred at 70° C. for 72 hours. The reaction mixture was then poured into 2 M HCl (600 mL), and the pre... The yield is 80.3%. Reported procedure: A procedure similar to that described in Example 1, above, was followed, but using 0.65 g of (2RS)-2-(2-methylphenoxy)propionic acid and 1.0 g of (4R,6R)-6-{(1S,2S,6S,8S,8aR)-2-[1,2,6,7,8,8a-hexahydro-6-t-butyldimethylsilyloxy-8-hydroxy-2-methyl-1-naphthyl]ethyl}tetrahydro-4-t-butyldimethylsilyloxy-2H-pyran-2-one [prepared as described in Example B, above], to give 1.04 g of the title compound as a colorless foam. Reactants: CC1=C(OC(C(=O)O)C)C=CC=C1 ((2RS)-2-(2-methylphenoxy)propionic acid), [Si](C)(C)(C(C)(C)C)O[C@@H]1C=C2C=C[C@@H]([C@@H]([C@H]2[C@H](C1)O)CC[C@@H]1C[C@H](CC(O1)=O)O[Si](C)(C)C(C)(C)C)C ((4R,6R)-6-{(1S,2S,6S,8S,8aR)-2-[1,2,6,7,8,8a-hexahydro-6-t-butyldimethylsilyloxy-8-hydroxy-2-methyl-1-naphthyl]ethyl}tetrahydro-4-t-butyldimethylsilyloxy-2H-pyran-2-one). The product is [Si](C)(C)(C(C)(C)C)O[C@@H]1C=C2C=C[C@@H]([C@@H]([C@H]2[C@H](C1)OC(C(C)OC1=C(C=CC=C1)C)=O)CC[C@@H]1C[C@H](CC(O1)=O)O[Si](C)(C)C(C)(C)C)C ((4R,6R)-6-([1S,2S,6S,8S,8aR]-2-{1,2,6,7,8,8a-Hexahydro-6-t-butyldimethylsilyloxy-8-[(2RS)-2-(2-methylphenoxy)propionyloxy]-2-methyl-1-naphthyl}ethyl)tetrahydro-4-t-butyldimethylsilyloxy-2H -pyran -2-one). Reaction SMILES: [CH3:1][C:2]1[CH:13]=[CH:12][CH:11]=[CH:10][C:3]=1[O:4][CH:5]([CH3:9])[C:6]([OH:8])=[O:7].[Si:14]([O:21][C@H:22]1[CH2:31][C@H:30](O)[C@H:29]2[C:24]([CH:25]=[CH:26][C@H:27]([CH3:50])[C@@H:28]2[CH2:33][CH2:34][C@H:35]2[O:40][C:39](=[O:41])[CH2:38][C@H:37]([O:42][Si:43]([C:46]([CH3:49])([CH3:48])[CH3:47])([CH3:45])[CH3:44])[CH2:36]2)=[CH:23]1)([C:17]([CH3:20])([CH3:19])[CH3:18])([CH3:16])[CH3:15]>>[Si:14]([O:21][C@H:22]1[CH2:31][C@H:30]([O:7][C:6](=[O:8])[CH:5]([O:4][C:3]2[CH:10]=[CH:11][CH:12]=[CH:13][C:2]=2[CH3:1])[CH3:9])[C@H:29]2[C:24]([CH:25]=[CH:26][C@H:27]([CH3:50])[C@@H:28]2[CH2:33][CH2:34][C@H:35]2[O:40][C:39](=[O:41])[CH2:38][C@H:37]([O:42][Si:43]([C:46]([CH3:49])([CH3:48])[CH3:47])([CH3:44])[CH3:45])[CH2:36]2)=[CH:23]1)([C:17]([CH3:18])([CH3:19])[CH3:20])([CH3:16])[CH3:15]. The product is Cc1cnc(CNC(=O)c2ccc(C(=O)NN)s2)cn1. Reaction SMILES: [CH3:1][c:2]1[n:3][cH:4][c:5]([CH2:8][NH:9][C:10](=[O:11])[c:12]2[cH:13][cH:14][c:15]([C:17]([O:19][CH3:18])=[O:20])[s:16]2)[n:6][cH:7]1.[CH3:28][OH:29].[CH:24]([Cl:25])([Cl:26])[Cl:27].[NH2:22][NH2:23].[OH2:21]>>[CH3:1][c:2]1[n:3][cH:4][c:5]([CH2:8][NH:9][C:10](=[O:11])[c:12]2[cH:13][cH:14][c:15]([C:17](=[O:19])[NH:22][NH2:23])[s:16]2)[n:6][cH:7]1. The reactants are COC(=O)c1ccc(C(=O)NCc2cnc(C)cn2)s1, CO, ClC(Cl)Cl, NN, O. The reactants are BrC1=C(C#N)C=CC(=C1)F (2-bromo-4-fluorobenzonitrile), N[C@H](CC1=CC=CC=C1)C(=O)N (D-phenylalanine amide), CCN(C(C)C)C(C)C (DIEA). Solvent: CS(=O)C (DMSO). The product is BrC=1C=C(C=CC1C#N)N[C@@H](C(=O)N)CC1=CC=CC=C1 ((R)-2-(3-bromo-4-cyanophenylamino)-3-phenylpropanamide). The yield is 23.3%. As a reaction SMILES: [Br:1][C:2]1[CH:9]=[C:8](F)[CH:7]=[CH:6][C:3]=1[C:4]#[N:5].[NH2:11][C@@H:12]([C:20]([NH2:22])=[O:21])[CH2:13][C:14]1[CH:19]=[CH:18][CH:17]=[CH:16][CH:15]=1.CCN(C(C)C)C(C)C>CS(C)=O>[Br:1][C:2]1[CH:9]=[C:8]([NH:11][C@H:12]([CH2:13][C:14]2[CH:19]=[CH:18][CH:17]=[CH:16][CH:15]=2)[C:20]([NH2:22])=[O:21])[CH:7]=[CH:6][C:3]=1[C:4]#[N:5]. Procedure details: A solution of 2-bromo-4-fluorobenzonitrile (255 mg, 1.27 mmol), D-phenylalanine amide (220 mg, 1.34 mmol) and DIEA (0.466 mL, 2.68 mmol) in DMSO (3 mL) was stirred at 100 C for 18 h. The mixture was then purified by HPLC to give (R)-2-(3-bromo-4-cyanophenylamino)-3-phenylpropanamide (102 mg). Starting materials: ClS(=O)(=O)O (Chlorosulfonic acid), FC1=C(C=CC(=C1)F)C (2,4-difluorotoluene), C(Cl)(Cl)Cl (chloroform), ClS(=O)(=O)O (chlorosulfonic acid). Conditions: time 2 hour. Yields the product FC1=C(C=C(C(=C1)F)C)S(=O)(=O)Cl (2,4-difluoro-5-methylbenzenesulfonyl chloride). Isolated yield 75.1%. RXN SMILES: [Cl:1][S:2]([OH:5])(=O)=[O:3].[F:6][C:7]1[CH:12]=[C:11]([F:13])[CH:10]=[CH:9][C:8]=1[CH3:14].C(Cl)(Cl)Cl>>[F:13][C:11]1[CH:12]=[C:7]([F:6])[C:8]([CH3:14])=[CH:9][C:10]=1[S:2]([Cl:1])(=[O:5])=[O:3]. Reported procedure: Chlorosulfonic acid (5.2 mL, 0.078 mol) was added dropwise to a solution of 2,4-difluorotoluene (4.00 g, 0.0312 mol) in chloroform (75 mL, 0.94 mol). The reaction was stirred 2 hours. Additional chlorosulfonic acid (3.1 mL, 0.047 mol) was added and stirring was continued for 18 hours. The reaction was evaporated to an oil and poured onto ice. The mixture was extracted two times with ethyl ether. The combined organic phase was dried over magnesium sulfate and treated with activated carbon. The mi... The reactants are C(C1=CC=CC=C1)OC[C@@]1(C[C@@H]([C@@H](CO[Si](C2=CC=CC=C2)(C2=CC=CC=C2)C(C)(C)C)O1)CCCO)N1C(=O)NC(=O)C(C)=C1 (Benzyloxymethyl-3'-deoxy-3'-(3-hydroxypropyl)-5'-O-tert-butyldiphenylsilylthymidine), C1(=CC=CC=C1)P(C1=CC=CC=C1)C1=CC=CC=C1 (triphenylphosphine), [N-]=[N+]=[N-].[Li+] (lithium azide), C(Br)(Br)(Br)Br (Carbon tetrabromide). Reaction SMILES: [CH2:1]([O:8][CH2:9][C@@:10]1([N:38]2[CH:46]=[C:44]([CH3:45])[C:42](=[O:43])[NH:41][C:39]2=[O:40])[O:33][C@H:13]([CH2:14][O:15][Si:16]([C:29]([CH3:32])([CH3:31])[CH3:30])([C:23]2[CH:28]=[CH:27][CH:26]=[CH:25][CH:24]=2)[C:17]2[CH:22]=[CH:21][CH:20]=[CH:19][CH:18]=2)[C@@H:12]([CH2:34][CH2:35][CH2:36]O)[CH2:11]1)[C:2]1[CH:7]=[CH:6][CH:5]=[CH:4][CH:3]=1.C1(P(C2C=CC=CC=2)C2C=CC=CC=2)C=CC=CC=1.[N-:66]=[N+:67]=[N-:68].[Li+].C(Br)(Br)(Br)Br>CN(C=O)C.CO>[CH2:1]([O:8][CH2:9][C@@:10]1([N:38]2[CH:46]=[C:44]([CH3:45])[C:42](=[O:43])[NH:41][C:39]2=[O:40])[O:33][C@H:13]([CH2:14][O:15][Si:16]([C:29]([CH3:32])([CH3:30])[CH3:31])([C:17]2[CH:18]=[CH:19][CH:20]=[CH:21][CH:22]=2)[C:23]2[CH:24]=[CH:25][CH:26]=[CH:27][CH:28]=2)[C@@H:12]([CH2:34][CH2:35][CH2:36][N:66]=[N+:67]=[N-:68])[CH2:11]1)[C:2]1[CH:3]=[CH:4][CH:5]=[CH:6][CH:7]=1 |f:2.3|. Reported procedure: Utilizing the conditions of Hetz et. al., J.C.S. Perkin 1 1980, 306, to a solution of compound 39 (1 eq) in DMF is added triphenylphosphine (1 eq) and lithium azide (5 eq) at room temperature. Carbon tetrabromide (1 eq) is added and the reaction mixture is stirred until judged complete by tlc. MeOH is added to quench the reaction mixture and the solvent is evaporated under reduced pressure. The residue is purified by silica gel chromatography to yield the title compound, 40. The product is C(C1=CC=CC=C1)OC[C@@]1(C[C@@H]([C@@H](CO[Si](C2=CC=CC=C2)(C2=CC=CC=C2)C(C)(C)C)O1)CCCN=[N+]=[N-])N1C(=O)NC(=O)C(C)=C1 (Benzyloxymethyl-3'-deoxy-3'-(3-azidopropyl)-5'-O-tert-butyldiphenylsilylthymidine). Run in CN(C)C=O (DMF), CO (MeOH).